This data is from the Open Reaction Database (ORD), a public repository of structured organic reaction records. The task is: describe an organic reaction: reactants, conditions, products, and yield Reactants: CCOC(=O)CC(=O)c1ccccc1, O=C([O-])O, C=CCBr, CC[O-], CCO, [Na+], [Na+]. Product: C=CCCC(=O)c1ccccc1. RXN SMILES: [C:1]([c:2]1[cH:3][cH:4][cH:5][cH:6][cH:7]1)(=[O:8])[CH2:9][C:10]([O:11][CH2:12][CH3:13])=[O:14].[C:26](=[O:27])([OH:28])[O-:29].[CH2:19]([Br:20])[CH:21]=[CH2:22].[CH3:16][CH2:17][O-:18].[CH3:23][CH2:24][OH:25].[Na+:15].[Na+:30]>>[C:1]([c:2]1[cH:3][cH:4][cH:5][cH:6][cH:7]1)(=[O:8])[CH2:9][CH2:10][CH:16]=[CH2:17]. Reactants: CSC1=NC=CC(=N1)C=1C(=NN2C1C=CC=C2)C(O)C2=CC=CC=C2 ({3-[2-(methylthio)pyrimidin-4-yl]pyrazolo[1,5-a]pyridin-2-yl}(phenyl)methanol), ClC=1C=C(C(=O)OO)C=CC1 (m-chloroperoxybenzoic acid), C1(CCCC1)N (cyclopentylamine). Solvent: ClCCl (dichloromethane), ClCCl (dichloromethane). Conditions: temperature 0 celsius, time 1.5 hour. The product is C1(CCCC1)NC1=NC=CC(=N1)C=1C(=NN2C1C=CC=C2)C(O)C2=CC=CC=C2 ({3-[2-(cyclopentylamino)-4-pyrimidinyl]pyrazolo[1,5-a]pyridin-2-yl}(phenyl)methanol). The yield is 36.9%. As a reaction SMILES: CS[C:3]1[N:8]=[C:7]([C:9]2[C:10]([CH:18]([C:20]3[CH:25]=[CH:24][CH:23]=[CH:22][CH:21]=3)[OH:19])=[N:11][N:12]3[CH:17]=[CH:16][CH:15]=[CH:14][C:13]=23)[CH:6]=[CH:5][N:4]=1.ClC1C=C(C=CC=1)C(OO)=O.[CH:37]1([NH2:42])[CH2:41][CH2:40][CH2:39][CH2:38]1>ClCCl>[CH:37]1([NH:42][C:3]2[N:8]=[C:7]([C:9]3[C:10]([CH:18]([C:20]4[CH:25]=[CH:24][CH:23]=[CH:22][CH:21]=4)[OH:19])=[N:11][N:12]4[CH:17]=[CH:16][CH:15]=[CH:14][C:13]=34)[CH:6]=[CH:5][N:4]=2)[CH2:41][CH2:40][CH2:39][CH2:38]1. Procedure details: To a cold (0° C.) solution of {3-[2-(methylthio)pyrimidin-4-yl]pyrazolo[1,5-a]pyridin-2-yl}(phenyl)methanol (294 mg, 0.844 mmol) in dichloromethane (30 mL) was added m-chloroperoxybenzoic acid (218 mg, 1.26 mmol). The reaction mixture was stirred for 1.5 hours at 0° C., then diluted with dichloromethane and washed with saturated aqueous sodium bicarbonate solution. The organic layer was dried over magnesium sulfate, then filtered and concentrated. The resulting solid was heated in cyclopentylami... Starting materials: Nc1cccc(Br)c1, O=C([O-])O, CCOCCO, N#Cc1cnc2c(c1Cl)C=C1N=CN=C1C2, Cl, [Na+], c1ccncc1. Product: N#Cc1cnc2c(c1Nc1cccc(Br)c1)C=C1N=CN=C1C2. RXN SMILES: [Br:17][c:18]1[cH:19][c:20]([NH2:21])[cH:22][cH:23][cH:24]1.[C:32](=[O:33])([OH:34])[O-:35].[CH3:37][CH2:38][O:39][CH2:40][CH2:41][OH:42].[Cl:1][c:2]1[c:3]([C:15]#[N:16])[cH:4][n:5][c:6]2[c:11]1[CH:10]=[C:9]1[C:8](=[N:14][CH:13]=[N:12]1)[CH2:7]2.[ClH:25].[Na+:36].[n:26]1[cH:27][cH:28][cH:29][cH:30][cH:31]1>>[c:2]1([NH:21][c:20]2[cH:19][c:18]([Br:17])[cH:24][cH:23][cH:22]2)[c:3]([C:15]#[N:16])[cH:4][n:5][c:6]2[c:11]1[CH:10]=[C:9]1[C:8](=[N:14][CH:13]=[N:12]1)[CH2:7]2.